From a dataset of the Open Reaction Database (ORD), a public repository of structured organic reaction records. describe an organic reaction: reactants, conditions, products, and yield Product: O1N=CC=C1C=1N=C(C2=C(N1)SC=C2C)NCCC2=CC=CC=C2 (2-(isoxazol-5-yl)-4-phenethylamino-5-methyl-thieno-[2,3-d]-pyrimidine). Procedure details: With the procedure of Example 1, the reaction of phenethylamine with 4-chloro-2-(isoxazol-5-yl)-5-methyl-thieno-[2,3-d]-pyrimidine yields 2-(isoxazol-5-yl)-4-phenethylamino-5-methyl-thieno-[2,3-d]-pyrimidine. The reactants are C(CC1=CC=CC=C1)N (phenethylamine), ClC=1C2=C(N=C(N1)C1=CC=NO1)SC=C2C (4-chloro-2-(isoxazol-5-yl)-5-methyl-thieno-[2,3-d]-pyrimidine). Reaction SMILES: [CH2:1]([NH2:9])[CH2:2][C:3]1[CH:8]=[CH:7][CH:6]=[CH:5][CH:4]=1.Cl[C:11]1[C:12]2[C:24]([CH3:25])=[CH:23][S:22][C:13]=2[N:14]=[C:15]([C:17]2[O:21][N:20]=[CH:19][CH:18]=2)[N:16]=1>>[O:21]1[C:17]([C:15]2[N:16]=[C:11]([NH:9][CH2:1][CH2:2][C:3]3[CH:8]=[CH:7][CH:6]=[CH:5][CH:4]=3)[C:12]3[C:24]([CH3:25])=[CH:23][S:22][C:13]=3[N:14]=2)=[CH:18][CH:19]=[N:20]1.